Dataset: the Open Reaction Database (ORD), a public repository of structured organic reaction records. Task: describe an organic reaction: reactants, conditions, products, and yield Run at time 3 hour. The reagents and catalysts are [Pd] (Pd/C), [Pd] (Pd/C). Reaction SMILES: [CH2:1]([O:3][C:4](=[O:16])/[CH:5]=[CH:6]/[C:7]1[S:11][C:10]2[CH:12]=[CH:13][CH:14]=[CH:15][C:9]=2[CH:8]=1)[CH3:2]>[Pd].CCO>[CH2:1]([O:3][C:4](=[O:16])[CH2:5][CH2:6][C:7]1[S:11][C:10]2[CH:12]=[CH:13][CH:14]=[CH:15][C:9]=2[CH:8]=1)[CH3:2]. The solvent is CCO (EtOH). Isolated yield 96.8%. Starting materials: C(C)OC(\C=C\C1=CC2=C(S1)C=CC=C2)=O ((E)-3-(benzo[b]thienyl)-2-propenoic acid ethyl ester). Procedure: A mixture of (E)-3-(benzo[b]thienyl)-2-propenoic acid ethyl ester (3.65 g, 15.7 mmol), absolute EtOH (200 mL) and 5% Pd/C (800 mg) was hydrogenated at 1 atm for 3 h. An additional 200 mg of 5% Pd/C was added and the mixture was again hydrogenated for 1.5 h. The mixture was filtered through a pad of Celite washing thoroughly with CH2Cl2. The combined filtrates were concentrated to dryness and the resulting glass was purified by flash chromatography, eluting with 15% EtOAc/hexane to give benzo[b]t... Product: C(C)OC(CCC1=CC2=C(S1)C=CC=C2)=O (benzo[b]thiophene-2-propanoic acid ethyl ester). The reactants are CCOCCOc1ccc(CCNC(=O)OC(C)(C)C)cc1, CI, CN(C)C=O. The product is CCOCCOc1ccc(CCN(C)C(=O)OC(C)(C)C)cc1. Reaction SMILES: [CH2:1]([CH3:2])[O:3][CH2:4][CH2:5][O:6][c:7]1[cH:8][cH:9][c:10]([CH2:11][CH2:12][NH:13][C:14]([O:15][C:16]([CH3:17])([CH3:18])[CH3:19])=[O:20])[cH:21][cH:22]1.[CH3:23][I:24].[CH3:25][N:26]([CH3:27])[CH:28]=[O:29]>>[CH2:1]([CH3:2])[O:3][CH2:4][CH2:5][O:6][c:7]1[cH:8][cH:9][c:10]([CH2:11][CH2:12][N:13]([C:14]([O:15][C:16]([CH3:17])([CH3:18])[CH3:19])=[O:20])[CH3:23])[cH:21][cH:22]1. The reactants are C(C1=CC=CC=C1)OC=1C=C(C=CC1Cl)C=1C(=NC=C(C(=O)OC)C1)OS(=O)(=O)C(F)(F)F (methyl 5-[3-(benzyloxy)-4-chlorophenyl]-6-{[(trifluoromethyl)sulphonyl]oxy}nicotinate), CC1=C(C=CC=C1)B(O)O (2-methylphenyl boronic acid). The product is C(C1=CC=CC=C1)OC=1C=C(C=CC1Cl)C=1C(=NC=C(C(=O)OC)C1)C1=C(C=CC=C1)C (methyl 5-[3-(benzyloxy)-4-chlorophenyl]-6-(2-methylphenyl)nicotinate). Yield: 94.9%. Reaction SMILES: [CH2:1]([O:8][C:9]1[CH:10]=[C:11]([C:16]2[C:17](OS(C(F)(F)F)(=O)=O)=[N:18][CH:19]=[C:20]([CH:25]=2)[C:21]([O:23][CH3:24])=[O:22])[CH:12]=[CH:13][C:14]=1[Cl:15])[C:2]1[CH:7]=[CH:6][CH:5]=[CH:4][CH:3]=1.[CH3:34][C:35]1[CH:40]=[CH:39][CH:38]=[CH:37][C:36]=1B(O)O>>[CH2:1]([O:8][C:9]1[CH:10]=[C:11]([C:16]2[C:17]([C:36]3[CH:37]=[CH:38][CH:39]=[CH:40][C:35]=3[CH3:34])=[N:18][CH:19]=[C:20]([CH:25]=2)[C:21]([O:23][CH3:24])=[O:22])[CH:12]=[CH:13][C:14]=1[Cl:15])[C:2]1[CH:7]=[CH:6][CH:5]=[CH:4][CH:3]=1. Reported procedure: According to the method described in example 4.5, starting from 1.5 g (2.99 mmol) of methyl 5-[3-(benzyloxy)-4-chlorophenyl]-6-{[(trifluoromethyl)sulphonyl]oxy}nicotinate and of 508 mg (3.74 mmol) of 2-methylphenyl boronic acid, we obtain 1.26 g of methyl 5-[3-(benzyloxy)-4-chlorophenyl]-6-(2-methylphenyl)nicotinate in the form of oil. The reactants are ClC(c1ccccc1)(c1ccccc1)c1ccccc1, c1ccncc1, CCOC(=O)Cc1nnn[nH]1. The product is CCOC(=O)Cc1nnn(C(c2ccccc2)(c2ccccc2)c2ccccc2)n1. RXN SMILES: [c:12]1([C:18]([c:19]2[cH:20][cH:21][cH:22][cH:23][cH:24]2)([c:25]2[cH:26][cH:27][cH:28][cH:29][cH:30]2)[Cl:31])[cH:13][cH:14][cH:15][cH:16][cH:17]1.[cH:32]1[cH:33][cH:34][n:35][cH:36][cH:37]1.[nH:1]1[n:2][n:3][n:4][c:5]1[CH2:6][C:7](=[O:8])[O:9][CH2:10][CH3:11]>>[n:1]1[n:2][n:3]([C:18]([c:12]2[cH:13][cH:14][cH:15][cH:16][cH:17]2)([c:19]2[cH:20][cH:21][cH:22][cH:23][cH:24]2)[c:25]2[cH:26][cH:27][cH:28][cH:29][cH:30]2)[n:4][c:5]1[CH2:6][C:7](=[O:8])[O:9][CH2:10][CH3:11]. The reactants are FC(C(=O)C1=C(C=CC=C1)O)(F)F (2-Trifluoroacetylphenol), C(CCCCCCCCCCC)N(C)CCO (2-[N-dodecyl-N-methylamino] ethanol). Product: C(CCCCCCCCCCC)N(C)CCOC1=C(C=CC=C1)C(C(F)(F)F)=O ([2-[2-(N-Dodecyl-N-methylamino)ethoxy]phenyl]-2,2,2-trifluoroethanone). Isolated yield 61.2%. RXN SMILES: [F:1][C:2]([F:13])([F:12])[C:3]([C:5]1[CH:10]=[CH:9][CH:8]=[CH:7][C:6]=1[OH:11])=[O:4].[CH2:14]([N:26]([CH2:28][CH2:29]O)[CH3:27])[CH2:15][CH2:16][CH2:17][CH2:18][CH2:19][CH2:20][CH2:21][CH2:22][CH2:23][CH2:24][CH3:25]>>[CH2:14]([N:26]([CH2:28][CH2:29][O:11][C:6]1[CH:7]=[CH:8][CH:9]=[CH:10][C:5]=1[C:3](=[O:4])[C:2]([F:12])([F:13])[F:1])[CH3:27])[CH2:15][CH2:16][CH2:17][CH2:18][CH2:19][CH2:20][CH2:21][CH2:22][CH2:23][CH2:24][CH3:25]. Procedure details: 2-Trifluoroacetylphenol (Matsumoto, S.; Kobayashi, H. and Ueno, K. Bull. Chem. Soc. Jpn. 1969, 42, 960) (490 mg, 2.57 mmol) and 2-[N-dodecyl-N-methylamino] ethanol (627 mg, 2.58 mmol) were reacted by the general procedure as described in example 1 and afforded the title compound (654 mg, 61%) as a pale yellow oil.